This data is from the Open Reaction Database (ORD), a public repository of structured organic reaction records. The task is: describe an organic reaction: reactants, conditions, products, and yield The reactants are BrCc1ccccc1, CN(C)C=O, [H-], [Na+], OCCn1cnc2cnc3ccccc3c21. Product: c1ccc(COCCn2cnc3cnc4ccccc4c32)cc1. Reaction SMILES: [Br:19][CH2:20][c:21]1[cH:22][cH:23][cH:24][cH:25][cH:26]1.[CH3:27][N:28]([CH3:29])[CH:30]=[O:31].[H-:1].[Na+:2].[n:3]1([CH2:16][CH2:17][OH:18])[cH:4][n:5][c:6]2[cH:7][n:8][c:9]3[cH:10][cH:11][cH:12][cH:13][c:14]3[c:15]12>>[n:3]1([CH2:16][CH2:17][O:18][CH2:20][c:21]2[cH:22][cH:23][cH:24][cH:25][cH:26]2)[cH:4][n:5][c:6]2[cH:7][n:8][c:9]3[cH:10][cH:11][cH:12][cH:13][c:14]3[c:15]12. Starting materials: Cl.CNO (N-methylhydroxylamine hydrochloride), CC(C)([O-])C.[K+] (potassium tert-butoxide), CS(=O)(=O)OCCCC1=CC2=C(OCC3=C(C2=O)C=CC=C3)C=C1 (3-(6,11-dihydro-11-oxodibenz[b,e]oxepin-2-yl)propanol methanesulfonate). Run in C(C)O (ethanol). Product: O=C1C2=C(OCC3=C1C=CC=C3)C=CC(=C2)CCCN(C)O (3-(6,11-dihydro-11-oxodibenz[b,e]oxepin-2-yl)-N-hydroxy-N-methyl-1-propylamine). The yield is 52.2%. Reaction SMILES: Cl.[CH3:2][NH:3][OH:4].CC(C)([O-])C.[K+].CS(O[CH2:16][CH2:17][CH2:18][C:19]1[CH:34]=[CH:33][C:22]2[O:23][CH2:24][C:25]3[CH:32]=[CH:31][CH:30]=[CH:29][C:26]=3[C:27](=[O:28])[C:21]=2[CH:20]=1)(=O)=O>C(O)C>[O:28]=[C:27]1[C:26]2[CH:29]=[CH:30][CH:31]=[CH:32][C:25]=2[CH2:24][O:23][C:22]2[CH:33]=[CH:34][C:19]([CH2:18][CH2:17][CH2:16][N:3]([OH:4])[CH3:2])=[CH:20][C:21]1=2 |f:0.1,2.3|. Procedure: To a stirring solution of 13.06 g of N-methylhydroxylamine hydrochloride in 250 ml of absolute ethanol was added 17.48 g of potassium tert-butoxide. To the resulting suspension was added 9.0 g of 3-(6,11-dihydro-11-oxodibenz[b,e]oxepin-2-yl)propanol methanesulfonate. The resulting product suspension was allowed to reflux for 24 hours and was then cooled to room temperature. The suspension was filtered to remove potassium chloride, and the mother liquor was then treated with 200 ml of water and c... Starting materials: COC1=C(C(=O)OC)C=C(C=C1)C#N (methyl 2-methoxy-5-cyanobenzoate), [N-]=[N+]=[N-].[Na+] (sodium azide), Cl.C(C)[NH+](CC)CC (triethylammonium hydrochloride). Run in CN1C(CCC1)=O (N-methylpyrrolidinone). Reaction conditions: temperature 150 celsius, time 4 hour. Yields the product COC1=C(C(=O)OC)C=C(C=C1)C1=NN=NN1 (methyl 2-methoxy-5-(1H-tetrazol-5-yl)benzoate). As a reaction SMILES: [CH3:1][O:2][C:3]1[CH:12]=[CH:11][C:10]([C:13]#[N:14])=[CH:9][C:4]=1[C:5]([O:7][CH3:8])=[O:6].[N-:15]=[N+:16]=[N-:17].[Na+].Cl.C([NH+](CC)CC)C>CN1CCCC1=O>[CH3:1][O:2][C:3]1[CH:12]=[CH:11][C:10]([C:13]2[NH:17][N:16]=[N:15][N:14]=2)=[CH:9][C:4]=1[C:5]([O:7][CH3:8])=[O:6] |f:1.2,3.4|. Procedure: Combine methyl 2-methoxy-5-cyanobenzoate (0.67 mmol), sodium azide (0.13 g, 2.04 mmol), and triethylammonium hydrochloride (0.14 g, 1.03 mmol) in N-methylpyrrolidinone (6 mL). Heat to 150° C. After 4 hours, cool to ambient temperature and partition the reaction mixture between water and ethyl acetate. Separate the layers and extract the aqueous layer three times with ethyl acetate. Adjust the pH of the aqueous layer to about 1 using a 1M aqueous hydrochloric acid solution. The aqueous layer is a... The reactants are C(#N)C(C)(C#N)C=1C=CC(=C(C=O)C1)OC (5-(1,1-dicyanoethyl)-2-methoxybenzaldehyde), Cl.Cl.C1(=CC=CC=C1)[C@@H]1NCCC[C@@H]1N ((2S,3S)-2-Phenylpiperidin-3-amine Dihydrochloride), Cl.Cl.C(#N)C1(CC1)C=1C=CC(=C(CN[C@@H]2[C@@H](NCCC2)C2=CC=CC=C2)C1)OC ((2S,3S)-3-(5-(1-Cyanocyclopropyl)-2-methoxybenzyl)amino-2-phenylpiperidine dihydrochloride). The product is Cl.Cl.C(#N)C(C)(C#N)C=1C=CC(=C(CN[C@@H]2[C@@H](NCCC2)C2=CC=CC=C2)C1)OC ((2S,3S)-3-(5-(1,1-dicyanoethyl)-2-methoxybenzyl)amino-2-phenylpiperidine Dihydrochloride). RXN SMILES: [C:1]([C:3]([C:7]1[CH:8]=[CH:9][C:10]([O:15][CH3:16])=[C:11]([CH:14]=1)[CH:12]=O)([C:5]#[N:6])[CH3:4])#[N:2].[ClH:17].Cl.[C:19]1([C@H:25]2[C@@H:30]([NH2:31])[CH2:29][CH2:28][CH2:27][NH:26]2)[CH:24]=[CH:23][CH:22]=[CH:21][CH:20]=1.Cl.Cl.C(C1(C2C=CC(OC)=C(C=2)CN[C@H]2CCCN[C@H]2C2C=CC=CC=2)CC1)#N>>[ClH:17].[ClH:17].[C:1]([C:3]([C:7]1[CH:8]=[CH:9][C:10]([O:15][CH3:16])=[C:11]([CH:14]=1)[CH2:12][NH:31][C@H:30]1[CH2:29][CH2:28][CH2:27][NH:26][C@H:25]1[C:19]1[CH:24]=[CH:23][CH:22]=[CH:21][CH:20]=1)([C:5]#[N:6])[CH3:4])#[N:2] |f:1.2.3,4.5.6,7.8.9|. Procedure details: This compound was prepared from Compound 37 and Compound 3 in the same manner of Compound 5.